The task is: describe an organic reaction: reactants, conditions, products, and yield. This data is from the Open Reaction Database (ORD), a public repository of structured organic reaction records. Reactants: Brc1cccc(I)c1, CCCC[Sn](CCCC)(CCCC)c1ccco1, C1COCCO1, O=C(C=Cc1ccccc1)C=Cc1ccccc1, O=C(C=Cc1ccccc1)C=Cc1ccccc1, O=C(C=Cc1ccccc1)C=Cc1ccccc1, [Pd], [Pd], Cc1ccccc1P(c1ccccc1C)c1ccccc1C. The product is Brc1cccc(-c2ccco2)c1. Reaction SMILES: [Br:1][c:2]1[cH:3][c:4]([I:8])[cH:5][cH:6][cH:7]1.[CH2:9]([Sn:10]([CH2:11][CH2:12][CH2:13][CH3:19])([c:14]1[o:15][cH:16][cH:17][cH:18]1)[CH2:20][CH2:21][CH2:22][CH3:23])[CH2:24][CH2:25][CH3:26].[O:49]1[CH2:50][CH2:51][O:52][CH2:53][CH2:54]1.[O:57]=[C:58]([CH:59]=[CH:60][c:61]1[cH:62][cH:63][cH:64][cH:65][cH:66]1)[CH:67]=[CH:68][c:69]1[cH:70][cH:71][cH:72][cH:73][cH:74]1.[O:75]=[C:76]([CH:77]=[CH:78][c:79]1[cH:80][cH:81][cH:82][cH:83][cH:84]1)[CH:85]=[CH:86][c:87]1[cH:88][cH:89][cH:90][cH:91][cH:92]1.[O:93]=[C:94]([CH:95]=[CH:96][c:97]1[cH:98][cH:99][cH:100][cH:101][cH:102]1)[CH:103]=[CH:104][c:105]1[cH:106][cH:107][cH:108][cH:109][cH:110]1.[Pd:55].[Pd:56].[c:27]1([CH3:28])[cH:29][cH:30][cH:31][cH:32][c:33]1[P:34]([c:35]1[cH:36][cH:37][cH:38][cH:39][c:40]1[CH3:41])[c:42]1[cH:43][cH:44][cH:45][cH:46][c:47]1[CH3:48]>>[Br:1][c:2]1[cH:3][c:4](-[c:14]2[o:15][cH:16][cH:17][cH:18]2)[cH:5][cH:6][cH:7]1. The reactants are N#Cc1ccccc1C=O, FC(F)(F)c1nnc2ccc(N3CCNCC3)nn12. The product is N#Cc1ccccc1CN1CCN(c2ccc3nnc(C(F)(F)F)n3n2)CC1. Reaction SMILES: [CH:20](=[O:21])[c:22]1[c:23]([C:24]#[N:25])[cH:26][cH:27][cH:28][cH:29]1.[N:1]1([c:7]2[cH:8][cH:9][c:10]3[n:11]([n:12]2)[c:13]([C:16]([F:17])([F:18])[F:19])[n:14][n:15]3)[CH2:2][CH2:3][NH:4][CH2:5][CH2:6]1>>[N:1]1([c:7]2[cH:8][cH:9][c:10]3[n:11]([n:12]2)[c:13]([C:16]([F:17])([F:18])[F:19])[n:14][n:15]3)[CH2:2][CH2:3][N:4]([CH2:20][c:22]2[c:23]([C:24]#[N:25])[cH:26][cH:27][cH:28][cH:29]2)[CH2:5][CH2:6]1.